From a dataset of the Open Reaction Database (ORD), a public repository of structured organic reaction records. describe an organic reaction: reactants, conditions, products, and yield Reactants: CCCCCCCCCCCc1cnc(-c2ccc(O)cc2)nc1, CCCC1CCC(CO)S1, C1CCOC1, CCOC(=O)N=NC(=O)OCC, c1ccc(P(c2ccccc2)c2ccccc2)cc1. The product is CCCCCCCCCCCc1cnc(-c2ccc(OCC3CCC(CCC)S3)cc2)nc1. As a reaction SMILES: [CH2:32]([CH2:33][CH2:34][CH2:35][CH2:36][CH2:37][CH2:38][CH2:39][CH2:40][CH2:41][CH3:42])[c:43]1[cH:44][n:45][c:46](-[c:49]2[cH:50][cH:51][c:52]([OH:55])[cH:53][cH:54]2)[n:47][cH:48]1.[CH2:56]([CH2:57][CH3:58])[CH:59]1[CH2:60][CH2:61][CH:62]([CH2:64][OH:65])[S:63]1.[CH2:66]1[O:67][CH2:68][CH2:69][CH2:70]1.[O:1]=[C:2]([O:3][CH2:4][CH3:5])[N:6]=[N:7][C:8]([O:9][CH2:10][CH3:11])=[O:12].[c:13]1([P:14]([c:15]2[cH:16][cH:17][cH:18][cH:19][cH:20]2)[c:21]2[cH:22][cH:23][cH:24][cH:25][cH:26]2)[cH:27][cH:28][cH:29][cH:30][cH:31]1>>[CH2:32]([CH2:33][CH2:34][CH2:35][CH2:36][CH2:37][CH2:38][CH2:39][CH2:40][CH2:41][CH3:42])[c:43]1[cH:44][n:45][c:46](-[c:49]2[cH:50][cH:51][c:52]([O:55][CH2:64][CH:62]3[CH2:61][CH2:60][CH:59]([CH2:56][CH2:57][CH3:58])[S:63]3)[cH:53][cH:54]2)[n:47][cH:48]1. Reactants: [Si](C)(C)(C(C)(C)C)OC1=C(C=C(C=C1CCC)C=C)CCC (t-Butyldimethylsilyloxy-2,6-dipropyl-4-vinyl benzene), [F-].C(CCC)[N+](CCCC)(CCCC)CCCC (tetrabutylammonium fluoride), CCOCC.C(C)(=O)OCC (ether ethyl acetate). The solvent is C1CCOC1 (THF). Yields the product C(CC)C1=C(C(=CC(=C1)C=C)CCC)O (2,6-dipropyl-4-vinylphenol). RXN SMILES: [Si]([O:8][C:9]1[C:14]([CH2:15][CH2:16][CH3:17])=[CH:13][C:12]([CH:18]=[CH2:19])=[CH:11][C:10]=1[CH2:20][CH2:21][CH3:22])(C(C)(C)C)(C)C.[F-].C([N+](CCCC)(CCCC)CCCC)CCC.CCOCC.C(OCC)(=O)C>C1COCC1>[CH2:15]([C:14]1[CH:13]=[C:12]([CH:18]=[CH2:19])[CH:11]=[C:10]([CH2:20][CH2:21][CH3:22])[C:9]=1[OH:8])[CH2:16][CH3:17] |f:1.2,3.4|. Procedure details: The title compound was prepared from t-butyldimethylsilyloxy-2,6-dipropyl-4-vinylbenzene (Step B, Example 14) by treatment with tetrabutylammonium fluoride in THF for a few hours. It was poured into ether/ethyl acetate mixture and washed with brine. After removal of the solvent the crude product was purified by flash column chromatography using ethyl acetate/hexane as eluent.